Dataset: the Open Reaction Database (ORD), a public repository of structured organic reaction records. Task: describe an organic reaction: reactants, conditions, products, and yield Reactants: ClC1=CC=NC2=CC=CC=C12 (4-chloroquinoline), [H-].[Na+] (sodium hydride), petroleum jelly, C1(CC1)C=1C(=CNC1)C(=O)OC (4-cyclopropyl-3-methoxycarbonyl-1H-pyrrole). Run in CN(C=O)C (dimethylformamide), CN(C=O)C (dimethylformamide), [Cl-].[Na+].O (brine). Reaction conditions: temperature 40 celsius, time 0.3 hour. Yields the product C1(CC1)C=1C(=CN(C1)C1=CC=NC2=CC=CC=C12)C(=O)OC (4-Cyclopropyl-3-methoxycarbonyl-1-(quinolin-4-yl)-1H-pyrrole). As a reaction SMILES: [H-].[Na+].[CH:3]1([C:6]2[C:7]([C:11]([O:13][CH3:14])=[O:12])=[CH:8][NH:9][CH:10]=2)[CH2:5][CH2:4]1.Cl[C:16]1[C:25]2[C:20](=[CH:21][CH:22]=[CH:23][CH:24]=2)[N:19]=[CH:18][CH:17]=1>CN(C)C=O.[Cl-].[Na+].O>[CH:3]1([C:6]2[C:7]([C:11]([O:13][CH3:14])=[O:12])=[CH:8][N:9]([C:16]3[C:25]4[C:20](=[CH:21][CH:22]=[CH:23][CH:24]=4)[N:19]=[CH:18][CH:17]=3)[CH:10]=2)[CH2:4][CH2:5]1 |f:0.1,5.6.7|. Reported procedure: 0.208 g (6.5 mmol) of sodium hydride at 75% by weight in liquid petroleum jelly is added to a solution of 1.07 g (6.5 mmol) of 4-cyclopropyl-3-methoxycarbonyl-1H-pyrrole in 20 mL of dimethylformamide at a temperature in the region of 20° C. under an argon atmosphere. After the reaction mixture has been stirred at a temperature in the region of 40° C. for 0.3 hour, 1.07 g (6.5 mmol) of 4-chloroquinoline and 10 mL of dimethylformamide are added. After stirring for 6 hours at a temperature in the r... The reactants are N1=CC=C(C=C1)[C@H]1[C@@H](CN(CC1)C(=O)OC(C)(C)C)C(=O)OCC (trans-1-(1,1-dimethylethyl) 3-ethyl 4-(4-pyridinyl)-1,3-piperidinedicarboxylate), ClC=1C=C(C(=O)OO)C=CC1 (3-chloroperoxybenzoic acid). The solvent is ClCCl (dichloromethane). Run at time 13 hour. Product: [O-][N+]1=CC=C(C=C1)[C@H]1[C@@H](CN(CC1)C(=O)OC(C)(C)C)C(=O)OCC (trans-1-(1,1-Dimethylethyl) 3-ethyl 4-(1-oxido-4-pyridinyl)-1,3-piperidinedicarboxylate). Reaction SMILES: [N:1]1[CH:6]=[CH:5][C:4]([C@@H:7]2[CH2:12][CH2:11][N:10]([C:13]([O:15][C:16]([CH3:19])([CH3:18])[CH3:17])=[O:14])[CH2:9][C@H:8]2[C:20]([O:22][CH2:23][CH3:24])=[O:21])=[CH:3][CH:2]=1.ClC1C=C(C=CC=1)C(OO)=[O:30]>ClCCl>[O-:30][N+:1]1[CH:6]=[CH:5][C:4]([C@@H:7]2[CH2:12][CH2:11][N:10]([C:13]([O:15][C:16]([CH3:17])([CH3:18])[CH3:19])=[O:14])[CH2:9][C@H:8]2[C:20]([O:22][CH2:23][CH3:24])=[O:21])=[CH:3][CH:2]=1. Procedure: To a dichloromethane solution (0.1 M) of trans-1-(1,1-dimethylethyl) 3-ethyl 4-(4-pyridinyl)-1,3-piperidinedicarboxylate (1 eq.) from the previous step was added 3-chloroperoxybenzoic acid (1 eq.). The resulting colorless solution was stirred at RT for 13 h. The reaction was then quenched with sat. aq. NaHSO3 and 1 N aq. NaOH. The aqueous layer was separated and back-extracted with EtOAc. The combined organic extracts were washed further with water and brine, dried over Na2SO4 and filtered. Conc... The reactants are ClC1=CC=CC=2[C@]3([C@@H](ON(C21)C)N[C@@H](C3)C(=O)O[C@H]3C(C(=C[C@@H]2[C@@H](CCC([C@]32O)C)C(C)C)C)O)O ((1S,4aS,5S,8aR)-2,8a-dihydroxy-3,8-dimethyl-5-(1-methylethyl)-1,2,4a,5,6,7,8,8a-octahydronaphthalen-1-yl (2S,3aR,9bR)-6-chloro-9b-hydroxy-5-methyl-1,2,3,3a,5,9b-hexahydropyrrolo[2,3-c][2,1]benzoxazine-2-carboxylate), ClC(=O)OCC#C (propargyl chloroformate). Reagents/catalysts: CN(C1=CC=NC=C1)C (4-dimethylaminopyridine). Solvent: ClCCl (dichloromethane), ClCCl (dichloromethane). Run at temperature 0 celsius, time 3 hour. Product: ClC1=CC=CC=2[C@]3([C@@H](ON(C21)C)N[C@@H](C3)C(=O)O[C@H]3[C@@H](C(=C[C@@H]2[C@@H](CC[C@H]([C@]32O)C)C(C)C)C)OC(=O)OCC#C)O ((1S,2R,4aS,5S,8R,8aR)-8a-hydroxy-3,8-dimethyl-5-(1-methylethyl)-2-{[(prop-2-ynyloxy)carbonyl]oxy}-1,2,4a,5,6,7,8,8a-octahydronaphthalen-1-yl (2S,3aR,9bR)-6-chloro-9b-hydroxy-5-methyl-1,2,3,3a,5,9b-hexahydropyrrolo[2,3-c][2,1]benzoxazine-2-carboxylate). Yield: 79.8%. Reaction SMILES: [Cl:1][C:2]1[C:11]2[N:10]([CH3:12])[O:9][C@H:8]3[NH:13][C@H:14]([C:16]([O:18][C@@H:19]4[C@:28]5([OH:29])[C@@H:23]([C@H:24]([CH:31]([CH3:33])[CH3:32])[CH2:25][CH2:26][CH:27]5[CH3:30])[CH:22]=[C:21]([CH3:34])[CH:20]4[OH:35])=[O:17])[CH2:15][C@@:7]3([OH:36])[C:6]=2[CH:5]=[CH:4][CH:3]=1.Cl[C:38]([O:40][CH2:41][C:42]#[CH:43])=[O:39]>CN(C)C1C=CN=CC=1.ClCCl>[Cl:1][C:2]1[C:11]2[N:10]([CH3:12])[O:9][C@H:8]3[NH:13][C@H:14]([C:16]([O:18][C@@H:19]4[C@:28]5([OH:29])[C@@H:23]([C@H:24]([CH:31]([CH3:32])[CH3:33])[CH2:25][CH2:26][C@H:27]5[CH3:30])[CH:22]=[C:21]([CH3:34])[C@H:20]4[O:35][C:38]([O:40][CH2:41][C:42]#[CH:43])=[O:39])=[O:17])[CH2:15][C@@:7]3([OH:36])[C:6]=2[CH:5]=[CH:4][CH:3]=1. Reported procedure: To (1S,4aS,5S,8aR)-2,8a-dihydroxy-3,8-dimethyl-5-(1-methylethyl)-1,2,4a,5,6,7,8,8a-octahydronaphthalen-1-yl (2S,3aR,9bR)-6-chloro-9b-hydroxy-5-methyl-1,2,3,3a,5,9b-hexahydropyrrolo[2,3-c][2,1]benzoxazine-2-carboxylate (Preparation 144, 500 mg, 0.96 mmol) and 4-dimethylaminopyridine (350 mg, 2.9 mmol) in dichloromethane (25 ml) at 0° C. under nitrogen was added propargyl chloroformate (170 mg, 1.44 mmol) and the resulting mixture stirred at 0° C. for 30 minutes and at room temperature for 3 hours... Starting materials: CC(C)(C)OC(=O)NC(Cc1cc(F)cc(F)c1)C(O)CNC1(c2cccc(Br)c2)CCC2(CC1)OCCO2, CCN=C=NCCCN(C)C, CN1CCOCC1, CC(=O)O, ClCCl, Cl, O, On1nnc2ccccc21, O=C(O)C(F)(F)F. The product is CC(=O)NC(Cc1cc(F)cc(F)c1)C(O)CNC1(c2cccc(Br)c2)CCC2(CC1)OCCO2. As a reaction SMILES: [C:1]([O:2][C:6]([NH:7][CH:8]([CH:9]([CH2:10][NH:11][C:12]1([c:22]2[cH:23][c:24]([Br:28])[cH:25][cH:26][cH:27]2)[CH2:13][CH2:14][C:15]2([O:16][CH2:17][CH2:18][O:19]2)[CH2:20][CH2:21]1)[OH:29])[CH2:30][c:31]1[cH:32][c:33]([F:38])[cH:34][c:35]([F:37])[cH:36]1)=[O:39])([CH3:3])([CH3:4])[CH3:5].[CH2:63]([N:64]=[C:65]=[N:66][CH2:67][CH2:68][CH2:69][N:70]([CH3:71])[CH3:72])[CH3:73].[CH3:40][N:41]1[CH2:42][CH2:43][O:44][CH2:45][CH2:46]1.[CH3:47][C:48](=[O:49])[OH:50].[Cl:81][CH2:82][Cl:83].[ClH:62].[OH2:51].[OH:52][n:53]1[c:54]2[cH:55][cH:56][cH:57][cH:58][c:59]2[n:60][n:61]1.[OH:74][C:75]([C:76]([F:77])([F:78])[F:79])=[O:80]>>[C:6]([NH:7][CH:8]([CH:9]([CH2:10][NH:11][C:12]1([c:22]2[cH:23][c:24]([Br:28])[cH:25][cH:26][cH:27]2)[CH2:13][CH2:14][C:15]2([O:16][CH2:17][CH2:18][O:19]2)[CH2:20][CH2:21]1)[OH:29])[CH2:30][c:31]1[cH:32][c:33]([F:38])[cH:34][c:35]([F:37])[cH:36]1)(=[O:39])[CH3:40]. Starting materials: O=C([O-])[O-], O=C([O-])O, CN1CCCC1=O, Clc1cncc(Cl)n1, [Cs+], [Cs+], CC(C)(C)OC(=O)N1CCC(C2CCNCC2)CC1, [Na+]. Product: CC(C)(C)OC(=O)N1CCC(C2CCN(c3cncc(Cl)n3)CC2)CC1. RXN SMILES: [C:20](=[O:21])([O-:22])[O-:23].[C:41](=[O:42])([OH:43])[O-:44].[CH3:34][N:35]1[CH2:36][CH2:37][CH2:38][C:39]1=[O:40].[Cl:26][c:27]1[n:28][c:29]([Cl:33])[cH:30][n:31][cH:32]1.[Cs+:24].[Cs+:25].[N:1]1([C:13](=[O:14])[O:15][C:16]([CH3:17])([CH3:18])[CH3:19])[CH2:2][CH2:3][CH:4]([CH:7]2[CH2:8][CH2:9][NH:10][CH2:11][CH2:12]2)[CH2:5][CH2:6]1.[Na+:45]>>[N:1]1([C:13](=[O:14])[O:15][C:16]([CH3:17])([CH3:18])[CH3:19])[CH2:2][CH2:3][CH:4]([CH:7]2[CH2:8][CH2:9][N:10]([c:29]3[n:28][c:27]([Cl:26])[cH:32][n:31][cH:30]3)[CH2:11][CH2:12]2)[CH2:5][CH2:6]1. Starting materials: C(#N)C1=CC=C(C=C1)NCC(=O)O (N-(4-cyanophenyl)glycine), N1=C(C=CC=C1)N(C(C1=CC(=C(C=C1)NC)N)=O)CC(=O)OCC (3-amino-4-methylaminobenzoic acid-N-(2-pyridyl)-N-ethoxycarbonylmethylamide). Solvent: ClCCl.CO (dichloromethane methanol). Product: N1=C(C=CC=C1)N(C(=O)C1=CC2=C(N(C(=N2)CNC2=CC=C(C=C2)C#N)C)C=C1)CC(=O)OCC (1-Methyl-2-[N-(4-cyanophenyl)aminomethyl]benzimidazol-5-yl-carboxylic acid-N-(2-pyridyl)-N-ethoxycarbonylmethylamide). Yield: 24.0%. Reaction SMILES: [C:1]([C:3]1[CH:8]=[CH:7][C:6]([NH:9][CH2:10][C:11](O)=O)=[CH:5][CH:4]=1)#[N:2].[N:14]1[CH:19]=[CH:18][CH:17]=[CH:16][C:15]=1[N:20]([CH2:32][C:33]([O:35][CH2:36][CH3:37])=[O:34])[C:21](=[O:31])[C:22]1[CH:27]=[CH:26][C:25]([NH:28][CH3:29])=[C:24]([NH2:30])[CH:23]=1>ClCCl.CO>[N:14]1[CH:19]=[CH:18][CH:17]=[CH:16][C:15]=1[N:20]([CH2:32][C:33]([O:35][CH2:36][CH3:37])=[O:34])[C:21]([C:22]1[CH:27]=[CH:26][C:25]2[N:28]([CH3:29])[C:11]([CH2:10][NH:9][C:6]3[CH:5]=[CH:4][C:3]([C:1]#[N:2])=[CH:8][CH:7]=3)=[N:30][C:24]=2[CH:23]=1)=[O:31] |f:2.3|. Reported procedure: Prepared analogously to Example 25c from N-(4-cyanophenyl)glycine and 3-amino-4-methylaminobenzoic acid-N-(2-pyridyl)-N-ethoxycarbonylmethylamide. Yield: 24% of theory; Rf value: 0.56 (silica gel; dichloromethane/methanol=4:1). The reactants are C(CCCCC)O (n-hexanol), C1=CN(C=N1)C(=O)N2C=CN=C2 (N,N-carbonyldiimidazole). Solvent: O1CCCC1 (tetrahydrofuran), O1CCCC1 (tetrahydrofuran). Run at temperature 30 celsius. Yields the product N1(C=NC=C1)C(=O)OCCCCCC (hexyl 1H-imidazole-1-carboxylate). As a reaction SMILES: [CH2:1]([OH:7])[CH2:2][CH2:3][CH2:4][CH2:5][CH3:6].[CH:8]1[N:12]=[CH:11][N:10]([C:13](N2C=NC=C2)=[O:14])[CH:9]=1>O1CCCC1>[N:10]1([C:13]([O:7][CH2:1][CH2:2][CH2:3][CH2:4][CH2:5][CH3:6])=[O:14])[CH:9]=[CH:8][N:12]=[CH:11]1. Procedure details: A solution of n-hexanol (25.95 g) in tetrahydrofuran (400 ml) was slowly added to solution of N,N-carbonyldiimidazole (48.08 g) in tetrahydrofuran (100 ml) and stirred for 2½ hour at 25-35° C. to provide hexyl 1H-imidazole-1-carboxylate compound of formula-4. 1-methyl-2-[N-[4-amidinophenyl]aminomethyl]benzimidazol-5-yl-carboxylicacid-N-(2-pyridyl)-N-(2-ethoxycarbonylethyl)amide oxalate compound of formula-6a (100 g), tetrahydrofuran (700 ml), water (800 ml) and potassium carbonate (117 g) were a... The reactants are O=C([O-])[O-], Cc1nc(C[P+](c2ccccc2)(c2ccccc2)c2ccccc2)cs1, CN(C)C=O, [Cl-], [K+], [K+], O, COc1cc(COc2nn(-c3ccccc3)cc2C=O)ccc1OCc1nc(-c2ccco2)oc1C. The product is COc1cc(COc2nn(-c3ccccc3)cc2C=Cc2csc(C)n2)ccc1OCc1nc(-c2ccco2)oc1C. As a reaction SMILES: [C:64](=[O:65])([O-:66])[O-:67].[CH3:38][c:39]1[s:40][cH:41][c:42]([CH2:44][P+:45]([c:46]2[cH:47][cH:48][cH:49][cH:50][cH:51]2)([c:52]2[cH:53][cH:54][cH:55][cH:56][cH:57]2)[c:58]2[cH:59][cH:60][cH:61][cH:62][cH:63]2)[n:43]1.[CH3:70][N:71]([CH3:72])[CH:73]=[O:74].[Cl-:37].[K+:68].[K+:69].[OH2:75].[o:1]1[c:2](-[c:6]2[o:7][c:8]([CH3:36])[c:9]([CH2:11][O:12][c:13]3[c:14]([O:34][CH3:35])[cH:15][c:16]([CH2:17][O:18][c:19]4[n:20][n:21](-[c:26]5[cH:27][cH:28][cH:29][cH:30][cH:31]5)[cH:22][c:23]4[CH:24]=[O:25])[cH:32][cH:33]3)[n:10]2)[cH:3][cH:4][cH:5]1>>[o:1]1[c:2](-[c:6]2[o:7][c:8]([CH3:36])[c:9]([CH2:11][O:12][c:13]3[c:14]([O:34][CH3:35])[cH:15][c:16]([CH2:17][O:18][c:19]4[n:20][n:21](-[c:26]5[cH:27][cH:28][cH:29][cH:30][cH:31]5)[cH:22][c:23]4[CH:24]=[CH:44][c:42]4[cH:41][s:40][c:39]([CH3:38])[n:43]4)[cH:32][cH:33]3)[n:10]2)[cH:3][cH:4][cH:5]1. Reactants: CCCCCC, CCCCCCC=O, [Na+], O=C1CCCC1, [OH-], O. The product is CCCCCCC(O)C1CCCC1=O. Reaction SMILES: [CH3:18][CH2:19][CH2:20][CH2:21][CH2:22][CH3:23].[CH:4]([CH2:5][CH2:6][CH2:7][CH2:8][CH2:9][CH3:10])=[O:11].[Na+:2].[O:12]=[C:13]1[CH2:14][CH2:15][CH2:16][CH2:17]1.[OH-:1].[OH2:3]>>[CH:4]([CH2:5][CH2:6][CH2:7][CH2:8][CH2:9][CH3:10])([OH:11])[CH:14]1[C:13](=[O:12])[CH2:17][CH2:16][CH2:15]1. Reactants: Cc1nc(N2CCN(Cc3ccccc3)C2=O)sc1C(=O)O, CN1CCOCC1, CC(C)COC(=O)Cl, N, C1CCOC1. The product is Cc1nc(N2CCN(Cc3ccccc3)C2=O)sc1C(N)=O. Reaction SMILES: [CH2:1]([c:2]1[cH:3][cH:4][cH:5][cH:6][cH:7]1)[N:8]1[C:9](=[O:22])[N:10]([c:13]2[s:14][c:15]([C:19](=[O:20])[OH:21])[c:16]([CH3:18])[n:17]2)[CH2:11][CH2:12]1.[CH3:23][N:24]1[CH2:25][CH2:26][O:27][CH2:28][CH2:29]1.[Cl:30][C:31]([O:32][CH2:33][CH:34]([CH3:35])[CH3:36])=[O:37].[NH3:38].[O:39]1[CH2:40][CH2:41][CH2:42][CH2:43]1>>[CH2:1]([c:2]1[cH:3][cH:4][cH:5][cH:6][cH:7]1)[N:8]1[C:9](=[O:22])[N:10]([c:13]2[s:14][c:15]([C:19](=[O:20])[NH2:24])[c:16]([CH3:18])[n:17]2)[CH2:11][CH2:12]1.